Dataset: the Open Reaction Database (ORD), a public repository of structured organic reaction records. Task: describe an organic reaction: reactants, conditions, products, and yield Yields the product Cl.Cl.ONC(=N)C1=C2CCC(C2=CC=C1)=NN1C(=NC(=C1)C1=CC=C(C=C1)OC)N (1-[4-(N-Hydroxyamidino)-2,3-dihydro-1H-inden-1-ylideneamino]-2-amino-4-(4-methoxvphenyl)-imidazole dihydrochloride). RXN SMILES: [ClH:1].[OH:2][NH:3][C:4]([C:6]1[CH:14]=[CH:13][CH:12]=[C:11]2[C:7]=1[CH2:8][CH2:9][C:10]2=[N:15]O)=[NH:5].N[N:18]1[CH:22]=[C:21]([C:23]2[CH:28]=[CH:27][C:26]([O:29][CH3:30])=[CH:25][CH:24]=2)[N:20]=[C:19]1[NH2:31]>C(O)(C)C>[ClH:1].[ClH:1].[OH:2][NH:3][C:4]([C:6]1[CH:14]=[CH:13][CH:12]=[C:11]2[C:7]=1[CH2:8][CH2:9][C:10]2=[N:15][N:18]1[CH:22]=[C:21]([C:23]2[CH:24]=[CH:25][C:26]([O:29][CH3:30])=[CH:27][CH:28]=2)[N:20]=[C:19]1[NH2:31])=[NH:5] |f:4.5.6|. Procedure details: 7.2 ml of 32% hydrochloric acid (Merck, Darmstadt, Germany; p.a.) are added, with stirring, to a mixture of 4.92 g (0.024 mol) of 4-(N-hydroxyamidino)-2,3-dihydro-1H-inden-1-one oxime, 4.9 g (0.024 mol) of 1,2-diamino-4-(4-methoxyphenyl)-imidazole (see Hetzheim A. et al., Chem. Ber. 100, 3418 (1967)) and 120 ml of isopropanol, and the reaction mixture is stirred at 80° C. for 19 hours. The reaction mixture is filtered while hot and the filtrate is cooled. The pale-yellow title product that has c... Run in C(C)(C)O (isopropanol). The reactants are Cl (hydrochloric acid), ONC(=N)C1=C2CCC(C2=CC=C1)=NO (4-(N-hydroxyamidino)-2,3-dihydro-1H-inden-1-one oxime), NN1C(=NC(=C1)C1=CC=C(C=C1)OC)N (1,2-diamino-4-(4-methoxyphenyl)-imidazole). Starting materials: Br, Nc1cccc2c(Cl)nccc12, [Cu], NC(N)=O, [Na+], O=[N+]([O-])[O-], O=[N+]([O-])[O-], O. As a reaction SMILES: [BrH:26].[Cl:1][c:2]1[n:3][cH:4][cH:5][c:6]2[c:7]([NH2:12])[cH:8][cH:9][cH:10][c:11]12.[Cu:28].[NH2:18][C:19](=[O:20])[NH2:21].[Na+:13].[O-:14][N+:15](=[O:16])[O-:17].[O-:22][N+:23](=[O:24])[O-:25].[OH2:27]>>[Cl:1][c:2]1[n:3][cH:4][cH:5][c:6]2[c:7]([Br:26])[cH:8][cH:9][cH:10][c:11]12. Yields the product Clc1nccc2c(Br)cccc12. Starting materials: Cl (HCl), N1CCCCC1 (Piperidine), COC=1C=C(C=O)C=CC1OCCC#CCC (3-methoxy-4-(hex-3-ynyloxy)benzaldehyde), C(=O)(O)CC(=O)NC1=C(C(=O)O)C=CC=C1 (2-[(carboxyacetyl)amino]benzoic acid). Solvent: C1(=CC=CC=C1)C (toluene). Yields the product C(CC#CCC)OC1=C(C=C(C=C1)/C=C/C(=O)NC1=C(C(=O)O)C=CC=C1)OC ((E)-2-[[3-(4-(hex-3-ynyloxy)-3-methoxyphenyl)-1-oxo-2-propenyl]amino]benzoic acid). The yield is 63.5%. As a reaction SMILES: N1CCCCC1.[CH3:7][O:8][C:9]1[CH:10]=[C:11]([CH:14]=[CH:15][C:16]=1[O:17][CH2:18][CH2:19][C:20]#[C:21][CH2:22][CH3:23])[CH:12]=O.C([CH2:27][C:28]([NH:30][C:31]1[CH:39]=[CH:38][CH:37]=[CH:36][C:32]=1[C:33]([OH:35])=[O:34])=[O:29])(O)=O.Cl>C1(C)C=CC=CC=1>[CH2:18]([O:17][C:16]1[CH:15]=[CH:14][C:11](/[CH:12]=[CH:27]/[C:28]([NH:30][C:31]2[CH:39]=[CH:38][CH:37]=[CH:36][C:32]=2[C:33]([OH:35])=[O:34])=[O:29])=[CH:10][C:9]=1[O:8][CH3:7])[CH2:19][C:20]#[C:21][CH2:22][CH3:23]. Procedure: Piperidine (0.17 mL, 1.7 mmol) was added to a suspension of 3-methoxy-4-(hex-3-ynyloxy)benzaldehyde (0.40 g, 1.7 mmol) and 2-[(carboxyacetyl)amino]benzoic acid (0.35 g, 1.6 mmol) in toluene (5 mL) and treated according to Procedure 2, acidifying with 1 M HCl. The crude product was recrystallised from EtOH providing (E)-2-[[3-(4-(hex-3-ynyloxy)-3-methoxyphenyl)-1-oxo-2-propenyl]amino]benzoic acid (0.40 g, 65%) as a colourless crystalline solid; mp 165-166° C.; δH (400 MHz, DMSO-d6) 1.04 (t, J=7.6... The reactants are CC1=C2C(=NC=3C=CC=CC13)CCNCC2 (1,2,4,5-tetrahydro-11-methyl-3H-azepino[4,5-b]quinoline), [O-]C#N.[K+] (potassium cyanate). The solvent is O (water). Reaction conditions: time 5 hour. The product is C(N)(=O)N1CCC2=NC=3C=CC=CC3C(=C2CC1)C (3-Carbamoyl-1,2,4,5-tetrahydro-11-methyl-3H-azepino[4,5-b]quinoline). Reaction SMILES: [CH3:1][C:2]1[C:11]2[CH:10]=[CH:9][CH:8]=[CH:7][C:6]=2[N:5]=[C:4]2[CH2:12][CH2:13][NH:14][CH2:15][CH2:16][C:3]=12.[O-:17][C:18]#[N:19].[K+]>O>[C:18]([N:14]1[CH2:15][CH2:16][C:3]2[C:4](=[N:5][C:6]3[CH:7]=[CH:8][CH:9]=[CH:10][C:11]=3[C:2]=2[CH3:1])[CH2:12][CH2:13]1)(=[O:17])[NH2:19] |f:1.2|. Procedure details: 3.3 gm (11.6 millimols) of 1,2,4,5-tetrahydro-11-methyl-3H-azepino[4,5-b]quinoline were reacted with 0.04 gm (11.6 millimols) of potassium cyanate at room temperature in 50 ml of water. After 4 to 6 hours, the reaction product crystallized out. Yield: 1 gm (34% of theory); m.p. 215° C (decomp.). Starting materials: CC(C)([O-])C.[K+] (potassium tert-butoxide), C(C)(C)N1CCN(CC1)CCO (2-(4-isopropylpiperazin-1-yl)ethanol), C(C)(C)(C)O (tert-butanol), FC1=CC=2N(C=C1)C(=CN2)C(=O)NC2=C1C(=NN(C1=CC=C2)CC2=NC(=CC=C2)C)CC (7-Fluoro-N-(3-ethyl-1-((6-methylpyridin-2-yl)methyl)-1H-indazol-4-yl)imidazo[1,2-a]pyridine-3-carboxamide). Run in O (water). Run at time 1 hour. Yields the product C(C)C1=NN(C2=CC=CC(=C12)NC(=O)C1=CN=C2N1C=CC(=C2)OCCN2CCN(CC2)C(C)C)CC2=NC(=CC=C2)C (N-(3-ethyl-1-((6-methylpyridin-2-yl)methyl)-1H-indazol-4-yl)-7-(2-(4-isopropylpiperazin-1-yl)ethoxy)imidazo[1,2-a]pyridine-3-carboxamide). As a reaction SMILES: CC(C)([O-])C.[K+].[CH:7]([N:10]1[CH2:15][CH2:14][N:13]([CH2:16][CH2:17][OH:18])[CH2:12][CH2:11]1)([CH3:9])[CH3:8].C(O)(C)(C)C.F[C:25]1[CH:30]=[CH:29][N:28]2[C:31]([C:34]([NH:36][C:37]3[CH:45]=[CH:44][CH:43]=[C:42]4[C:38]=3[C:39]([CH2:54][CH3:55])=[N:40][N:41]4[CH2:46][C:47]3[CH:52]=[CH:51][CH:50]=[C:49]([CH3:53])[N:48]=3)=[O:35])=[CH:32][N:33]=[C:27]2[CH:26]=1>O>[CH2:54]([C:39]1[C:38]2[C:42](=[CH:43][CH:44]=[CH:45][C:37]=2[NH:36][C:34]([C:31]2[N:28]3[CH:29]=[CH:30][C:25]([O:18][CH2:17][CH2:16][N:13]4[CH2:12][CH2:11][N:10]([CH:7]([CH3:9])[CH3:8])[CH2:15][CH2:14]4)=[CH:26][C:27]3=[N:33][CH:32]=2)=[O:35])[N:41]([CH2:46][C:47]2[CH:52]=[CH:51][CH:50]=[C:49]([CH3:53])[N:48]=2)[N:40]=1)[CH3:55] |f:0.1|. Procedure details: A 50 mL round bottom flask was charged with solid potassium tert-butoxide (1.7 g, 14.8 mmol), 2-(4-isopropylpiperazin-1-yl)ethanol (2.88 g, 16.7 mmol), and tert-butanol (10 mL, 103 mmol). The mixture was stirred at ambient temperature for 1 hour before heating at 90° C. for 15 minutes to give a homogeneous mixture. 7-Fluoro-N-(3-ethyl-1-((6-methylpyridin-2-yl)methyl)-1H-indazol-4-yl)imidazo[1,2-a]pyridine-3-carboxamide (1.0 g, 2.3 mmol) was added in one portion. The mixture was heated at 90° C. ... Reactants: COC(COC1=C2C(=C(C(=NC2=C(C=C1)F)CC)CC1=C(C=C(C=C1)F)Cl)OC(F)F)=O ([3-(2-chloro-4-fluorobenzyl)-4-difluoromethoxy-2-ethyl-8-fluoroquinolin-5-yloxy]acetic acid methyl ester), [OH-].[Li+] (lithium hydroxide). Solvent: O1CCCC1 (tetrahydrofuran). Run at time 1 hour. Yields the product ClC1=C(CC=2C(=NC3=C(C=CC(=C3C2OC(F)F)OCC(=O)O)F)CC)C=CC(=C1)F ([3-(2-chloro-4-fluorobenzyl)-4-difluoromethoxy-2-ethyl-8-fluoroquinolin-5-yloxy]acetic Acid). RXN SMILES: C[O:2][C:3](=[O:32])[CH2:4][O:5][C:6]1[CH:15]=[CH:14][C:13]([F:16])=[C:12]2[C:7]=1[C:8]([O:28][CH:29]([F:31])[F:30])=[C:9]([CH2:19][C:20]1[CH:25]=[CH:24][C:23]([F:26])=[CH:22][C:21]=1[Cl:27])[C:10]([CH2:17][CH3:18])=[N:11]2.[OH-].[Li+]>O1CCCC1>[Cl:27][C:21]1[CH:22]=[C:23]([F:26])[CH:24]=[CH:25][C:20]=1[CH2:19][C:9]1[C:10]([CH2:17][CH3:18])=[N:11][C:12]2[C:7]([C:8]=1[O:28][CH:29]([F:30])[F:31])=[C:6]([O:5][CH2:4][C:3]([OH:32])=[O:2])[CH:15]=[CH:14][C:13]=2[F:16] |f:1.2|. Reported procedure: A mixture of [3-(2-chloro-4-fluorobenzyl)-4-difluoromethoxy-2-ethyl-8-fluoroquinolin-5-yloxy]acetic acid methyl ester (1.2 g), tetrahydrofuran (10 mL) and 1.0 M aqueous lithium hydroxide solution (3.0 mL) was stirred at room temperature for 1 hour. The solvent was removed under reduced pressure and the pH of the residue adjusted to 4 by the addition of sodium dihydrogenphosphate. The mixture was extracted with ethyl acetate and the combined extracts dried over magnesium sulfate. The solvent was ... Reaction SMILES: [F:1][C:2]([CH2:3][NH:4][C:5](=[O:6])[C:7]1([CH2:20][CH2:21][CH2:22][CH2:23][Br:24])[c:8]2[cH:9][cH:10][cH:11][cH:12][c:13]2-[c:14]2[cH:15][cH:16][cH:17][cH:18][c:19]21)([F:25])[F:26].[F:27][c:28]1[cH:29][cH:30][c:31]2[c:32]([n:33]([CH3:42])[c:34]([N:36]3[CH2:37][CH2:38][NH:39][CH2:40][CH2:41]3)[n:35]2)[cH:43]1>>[F:1][C:2]([CH2:3][NH:4][C:5](=[O:6])[C:7]1([CH2:20][CH2:21][CH2:22][CH2:23][N:39]2[CH2:38][CH2:37][N:36]([c:34]3[n:33]([CH3:42])[c:32]4[c:31]([cH:30][cH:29][c:28]([F:27])[cH:43]4)[n:35]3)[CH2:41][CH2:40]2)[c:8]2[cH:9][cH:10][cH:11][cH:12][c:13]2-[c:14]2[cH:15][cH:16][cH:17][cH:18][c:19]21)([F:25])[F:26]. The reactants are O=C(NCC(F)(F)F)C1(CCCCBr)c2ccccc2-c2ccccc21, Cn1c(N2CCNCC2)nc2ccc(F)cc21. Product: Cn1c(N2CCN(CCCCC3(C(=O)NCC(F)(F)F)c4ccccc4-c4ccccc43)CC2)nc2ccc(F)cc21. The reactants are Cl.NC1=C(C=C(C=N1)/C=C/C(=O)O)CN1CCN(CC1)C ((E)-3-[6-amino-5-(4-methyl-piperazin-1-ylmethyl)pyridin-3-yl]acrylic acid hydrochloride), CNCC1=C(C2=CC=CC=C2C=C1)CCC (methyl-(1-propyl-naphthalen-2-ylmethyl)amine), Cl.CN1CC(NC2=C(C1)C=C(C=N2)/C=C/C(=O)O)=O ((E)-3-(4-methyl-2-oxo-2,3,4,5-tetrahydro-1H-pyrido[2,3-e][1,4]diazepin-7-yl)acrylic acid hydrochloride), CC=1C(=C(CCN)C=CC1)OCC ((3-methyl-2-ethoxy-benzyl)methylamine). Product: Cl.NC1=C(C=C(C=N1)/C=C/C(=O)N(C)CC1=C(C(=CC=C1)C)OCC)CN1CCN(CC1)C ((E)-3-[6-Amino-5-(4-methyl-piperazin-1-ylmethyl)pyridin-3-yl]-N-(2-ethoxy-3-methyl-benzyl)-N-methyl-acrylamide hydrochloride). Yield: 17.0%. Reaction SMILES: [ClH:1].[NH2:2][C:3]1[N:8]=[CH:7][C:6](/[CH:9]=[CH:10]/[C:11]([OH:13])=O)=[CH:5][C:4]=1[CH2:14][N:15]1[CH2:20][CH2:19][N:18]([CH3:21])[CH2:17][CH2:16]1.Cl.CN1[CH2:30][C:29]2[CH:31]=[C:32](/[CH:35]=[CH:36]/[C:37](O)=O)[CH:33]=[N:34][C:28]=2NC(=O)C1.C[C:42]1[C:43]([O:51]CC)=C(C=CC=1)CCN.CNCC1C=CC2C(=CC=CC=2)C=1CCC>>[ClH:1].[NH2:2][C:3]1[N:8]=[CH:7][C:6](/[CH:9]=[CH:10]/[C:11]([N:34]([CH2:33][C:32]2[CH:35]=[CH:36][CH:37]=[C:29]([CH3:30])[C:31]=2[O:51][CH2:43][CH3:42])[CH3:28])=[O:13])=[CH:5][C:4]=1[CH2:14][N:15]1[CH2:20][CH2:19][N:18]([CH3:21])[CH2:17][CH2:16]1 |f:0.1,2.3,6.7|. Procedure: According to the procedure of Example 1, except substituting (E)-3-[6-amino-5-(4-methyl-piperazin-1-ylmethyl)pyridin-3-yl]acrylic acid hydrochloride for the (E)-3-(4-methyl-2-oxo-2,3,4,5-tetrahydro-1H-pyrido[2,3-e][1,4]diazepin-7-yl)acrylic acid hydrochloride, and substituting (3-methyl-2-ethoxy-benzyl)methylamine for the methyl-(1-propyl-naphthalen-2-ylmethyl)amine, the title compound (114 mg, 17%) was prepared as an off-white solid: 1H NMR (300 MHz, DMSO-d6) δ 8.42 (s, 1H), 8.33 (d, J=6.0 Hz, ...